describe an organic reaction: reactants, conditions, products, and yield From a dataset of the Open Reaction Database (ORD), a public repository of structured organic reaction records. The reactants are BrC=1C=C(C=O)C=CC1 (3-bromobenzaldehyde), C(=O)([O-])[O-].[Na+].[Na+] (Na2CO3), [N+](=O)([O-])C1=CC=C(C=C1)B(O)O (4-nitrophenylboronic acid). Reagents/catalysts: C(C)(=O)[O-].[Pd+2].C(C)(=O)[O-] (palladium(II) acetate). The solvent is CN(C)C=O (DMF), O (water). Reaction conditions: time 4 day. Product: [N+](=O)([O-])C1=CC=C(C=C1)C1=CC(=CC=C1)C=O (4′-Nitrobiphenyl-3-carbaldehyde). The yield is 49.9%. As a reaction SMILES: Br[C:2]1[CH:3]=[C:4]([CH:7]=[CH:8][CH:9]=1)[CH:5]=[O:6].C([O-])([O-])=O.[Na+].[Na+].[N+:16]([C:19]1[CH:24]=[CH:23][C:22](B(O)O)=[CH:21][CH:20]=1)([O-:18])=[O:17]>CN(C=O)C.O.C([O-])(=O)C.[Pd+2].C([O-])(=O)C>[N+:16]([C:19]1[CH:24]=[CH:23][C:22]([C:2]2[CH:9]=[CH:8][CH:7]=[C:4]([CH:5]=[O:6])[CH:3]=2)=[CH:21][CH:20]=1)([O-:18])=[O:17] |f:1.2.3,7.8.9|. Reported procedure: To a sealable flask containing a mixture of 3-bromobenzaldehyde (1.8 mL, 15 mmol) and Na2CO3 (1.6 g, 15 mmol) in anhydrous DMF (20 mL) and water (10 mL), were added 4-nitrophenylboronic acid (2.5 g, 15 mmol) then palladium(II) acetate (0.17 g, 0.75 mmol). Argon was bubbled through the mixture before the flask was sealed and the mixture stirred at room temperature. After 4 days, the reaction mixture was partitioned between ethyl acetate and brine before the entire mixture was filtered through a p... Reactants: Cc1ccc(N)cc1C#Cc1cncc2c1cnn2C, CCOC(C)=O, O=C(O)c1ccccc1. The product is Cc1ccc(NC(=O)c2ccccc2)cc1C#Cc1cncc2c1cnn2C. RXN SMILES: [CH3:1][c:2]1[c:3]([C:9]#[C:10][c:11]2[c:12]3[c:13]([cH:14][n:15][cH:16]2)[n:17]([CH3:20])[n:18][cH:19]3)[cH:4][c:5]([NH2:8])[cH:6][cH:7]1.[CH3:30][CH2:31][O:32][C:33](=[O:34])[CH3:35].[OH:21][C:22](=[O:23])[c:24]1[cH:25][cH:26][cH:27][cH:28][cH:29]1>>[CH3:1][c:2]1[c:3]([C:9]#[C:10][c:11]2[c:12]3[c:13]([cH:14][n:15][cH:16]2)[n:17]([CH3:20])[n:18][cH:19]3)[cH:4][c:5]([NH:8][C:22](=[O:21])[c:24]2[cH:25][cH:26][cH:27][cH:28][cH:29]2)[cH:6][cH:7]1. Reactants: O[C@@H]1C[C@@H]([C@@]2(C[C@H]12)C)C(=O)OCC ((1R,2S,4R,5S)-ethyl 4-hydroxy-1-methylbicyclo[3.1.0]hexane-2-carboxylate), O[C@H]1C[C@H]([C@]2(C[C@@H]12)C)C(=O)OCC ((1S,2R,4S,5R)-ethyl 4-hydroxy-1-methylbicyclo[3.1.0]hexane-2-carboxylate). The product is C[C@@]12[C@H](CC([C@H]2C1)=O)C(=O)OCC ((1R,2S,5S)-ethyl 1-methyl-4-oxobicyclo[3.1.0]hexane-2-carboxylate), C[C@]12[C@@H](CC([C@@H]2C1)=O)C(=O)OCC ((1S,2R,5R)-ethyl 1-methyl-4-oxobicyclo[3.1.0]hexane-2-carboxylate). Yield: 65.0%. As a reaction SMILES: [OH:1][C@H:2]1[C@@H:7]2[C@@:5]([CH3:8])([CH2:6]2)[C@@H:4]([C:9]([O:11][CH2:12][CH3:13])=[O:10])[CH2:3]1.[OH:14][C@@H:15]1[C@H:20]2[C@:18]([CH3:21])([CH2:19]2)[C@H:17]([C:22]([O:24][CH2:25][CH3:26])=[O:23])[CH2:16]1>>[CH3:8][C@@:5]12[CH2:6][C@@H:7]1[C:2](=[O:1])[CH2:3][C@@H:4]2[C:9]([O:11][CH2:12][CH3:13])=[O:10].[CH3:21][C@:18]12[CH2:19][C@H:20]1[C:15](=[O:14])[CH2:16][C@H:17]2[C:22]([O:24][CH2:25][CH3:26])=[O:23]. Procedure details: A mixture of (1R,2S,4R,5S)-ethyl 4-hydroxy-1-methylbicyclo[3.1.0]hexane-2-carboxylate and (1S,2R,4S,5R)-ethyl 4-hydroxy-1-methylbicyclo[3.1.0]hexane-2-carboxylate (0.59 g, 3.2 mmol) was subjected to General Procedure T to give (1R,2S,5S)-ethyl 1-methyl-4-oxobicyclo[3.1.0]hexane-2-carboxylate and (1S,2R,5R)-ethyl 1-methyl-4-oxobicyclo[3.1.0]hexane-2-carboxylate (0.38 g, 65%) after purification by silica gel chromatography eluting with a gradient of 20-50% EtOAc/pentane: 1H NMR (400 MHz, CDCl3) δ ... Starting materials: CC(C)(C)OC(=O)NCC#Cc1cn2nc(-c3ccco3)nc2c(N)n1, ClCCl, O=C(O)C(F)(F)F. Yields the product NCC#Cc1cn2nc(-c3ccco3)nc2c(N)n1. Reaction SMILES: [C:1]([O:2][C:3](=[O:4])[NH:7][CH2:8][C:9]#[C:10][c:11]1[n:12][c:13]([NH2:25])[c:14]2[n:15]([cH:16]1)[n:17][c:18](-[c:20]1[o:21][cH:22][cH:23][cH:24]1)[n:19]2)([CH3:5])([CH3:6])[CH3:26].[Cl:34][CH2:35][Cl:36].[OH:27][C:28]([C:29]([F:30])([F:31])[F:32])=[O:33]>>[NH2:7][CH2:8][C:9]#[C:10][c:11]1[n:12][c:13]([NH2:25])[c:14]2[n:15]([cH:16]1)[n:17][c:18](-[c:20]1[o:21][cH:22][cH:23][cH:24]1)[n:19]2. Reactants: CNN, CCO, Cc1cc(I)ccc1N=C=S. Product: Cc1cc(I)ccc1NC(=S)N(C)N. Reaction SMILES: [CH3:12][NH:13][NH2:14].[CH3:15][CH2:16][OH:17].[I:1][c:2]1[cH:3][c:4]([CH3:11])[c:5]([N:8]=[C:9]=[S:10])[cH:6][cH:7]1>>[I:1][c:2]1[cH:3][c:4]([CH3:11])[c:5]([NH:8][C:9](=[S:10])[N:13]([CH3:12])[NH2:14])[cH:6][cH:7]1. The reactants are OC1CC(C2CCC(=C2CC1)C)=C (6-hydroxy-1-methyl-4-methylen-2,3,3a,4,5,6,7, 8-octahydroazulene), C(C)(=O)OC(C)=O (acetic anhydride), C([O-])([O-])=O.[Na+].[Na+] (sodium carbonate). Reagents/catalysts: N1=CC=CC=C1 (pyridine). Run in C(=O)O (formic acid). Run at time 24 hour. Yields the product C(=O)OC1CC(C2CCC(=C2CC1)C)=C (6-formyloxy-1-methyl-4-methylen-2,3,3a,4,5,6,7,8-octahydroazulene). The yield is 87.4%. RXN SMILES: [OH:1][CH:2]1[CH2:11][CH2:10][C:9]2[CH:5]([CH2:6][CH2:7][C:8]=2[CH3:12])[C:4](=[CH2:13])[CH2:3]1.[C:14](OC(=O)C)(=[O:16])C.C(=O)([O-])[O-].[Na+].[Na+]>N1C=CC=CC=1.C(O)=O>[CH:14]([O:1][CH:2]1[CH2:11][CH2:10][C:9]2[CH:5]([CH2:6][CH2:7][C:8]=2[CH3:12])[C:4](=[CH2:13])[CH2:3]1)=[O:16] |f:2.3.4|. Procedure: 2.67 g of 6-hydroxy-1-methyl-4-methylen-2,3,3a,4,5,6,7, 8-octahydroazulene were treated at 0° firstly with half of a mixture of 4.08 g of acetic anhydride, 1.84 g of formic acid and 37 mg of pyridine. The mixture was stirred for 24 hours at room temperature and with exclusion of light. Then the other half of the reagent was added and the mixture stirred for further 24 hours. The solution was poured on to a mixture of ice and sodium carbonate and worked up in a conventional manner. The crude prod... Starting materials: FC(C(=O)O)(F)F (Trifluoroacetic acid), C(C)(C)(C)OC(=O)N1CCN(CCC1)C1=NC=CC=C1CNC1=NN=NN1C1=C(C(=C(C=C1)F)Cl)Cl (4-(3-{[1-(2,3-Dichloro-4-fluorophenyl)-1H-tetrazol-5-ylamino]methyl}pyridin-2-yl)-[1,4]diazepane-1-carboxylic acid tert-butyl ester). Solvent: ClCCl (dichloromethane). Run at time 16 hour. The product is C(C)(=O)O.C(C)(=O)O.N1(CCNCCC1)C1=NC=CC=C1CNC1=NN=NN1C1=C(C(=C(C=C1)F)Cl)Cl ((2-[1,4]Diazepan-1-yl-pyridin-3-ylmethyl)-[1-(2,3-dichloro-4-fluoro-phenyl)-1H-tetrazol-5-yl]-amine, diacetate salt). As a reaction SMILES: F[C:2](F)(F)[C:3]([OH:5])=[O:4].C(OC([N:15]1[CH2:21][CH2:20][CH2:19][N:18]([C:22]2[C:27]([CH2:28][NH:29][C:30]3[N:34]([C:35]4[CH:40]=[CH:39][C:38]([F:41])=[C:37]([Cl:42])[C:36]=4[Cl:43])[N:33]=[N:32][N:31]=3)=[CH:26][CH:25]=[CH:24][N:23]=2)[CH2:17][CH2:16]1)=O)(C)(C)C>ClCCl>[C:3]([OH:5])(=[O:4])[CH3:2].[C:3]([OH:5])(=[O:4])[CH3:2].[N:18]1([C:22]2[C:27]([CH2:28][NH:29][C:30]3[N:34]([C:35]4[CH:40]=[CH:39][C:38]([F:41])=[C:37]([Cl:42])[C:36]=4[Cl:43])[N:33]=[N:32][N:31]=3)=[CH:26][CH:25]=[CH:24][N:23]=2)[CH2:19][CH2:20][CH2:21][NH:15][CH2:16][CH2:17]1 |f:3.4.5|. Reported procedure: Trifluoroacetic acid (3 mL) was added to a solution of the product of Example 288C (0.40 g, 0.744 mmol) in dichloromethane (15 mL) at 0° C. 5 minutes later, the ice bath was removed and the reaction mixture was stirred at room temperature for 16 hours. The solvent was removed and the residue was purified by preparative HPLC on a Thermoquest, hyperprep HS C18 column (250×21.2 mm., 8 μm particle size) using a gradient of 5% to 75% acetonitrile to ammonium acetate (10 mM) over 20 minutes at a flow ... The product is COC=1C=CC(=C(C1)NCCN1C(OCC1)=O)C (3-[2-(5-Methoxy-2-methyl-phenylamino)-ethyl]-oxazolidin-2-one). As a reaction SMILES: C1(C)C=CC(S(O[CH2:11][CH2:12][N:13]2[CH2:17][CH2:16][O:15][C:14]2=[O:18])(=O)=O)=CC=1.[CH3:20][C:21]1[CH:27]=[CH:26][C:25]([O:28][CH3:29])=[CH:24][C:22]=1[NH2:23].C(=O)([O-])[O-].[K+].[K+]>CN(C)C=O>[CH3:29][O:28][C:25]1[CH:26]=[CH:27][C:21]([CH3:20])=[C:22]([NH:23][CH2:11][CH2:12][N:13]2[CH2:17][CH2:16][O:15][C:14]2=[O:18])[CH:24]=1 |f:2.3.4|. Procedure: To a flask was added 2.95 g (10.3 mmol) of Toluene-4-sulfonic acid, 2-(2-oxo-oxazolidin-3-yl)-ethyl ester, 1.56 g (11.4 mmol) of 2-methyl-5-methoxyaniline, 2.58 g (18.7 mmol) of potassium carbonate, and 22 mL of anhydrous dimethylformamide, and the mixture was heated at 100° C. for seven hours. The reaction was allowed to cool to room temperature, and was partitioned between ethyl acetate and water. The phases were separated, and the ethyl acetate phase was washed with brine, dried over Na2SO4, ... Reactants: C1(=CC=C(C=C1)S(=O)(=O)OCCN1C(OCC1)=O)C (Toluene-4-sulfonic acid, 2-(2-oxo-oxazolidin-3-yl)-ethyl ester), CC1=C(N)C=C(C=C1)OC (2-methyl-5-methoxyaniline), C([O-])([O-])=O.[K+].[K+] (potassium carbonate). The solvent is CN(C=O)C (dimethylformamide). Run at temperature 100 celsius. Reaction SMILES: [CH2:1]([O:3][C:4]([N:6]1[CH2:11][CH2:10][N:9]([C:12](=[O:40])[C@@H:13]([NH:23][C:24]([C:26]2[CH:30]=[C:29]([OH:31])[N:28]([C:32]3[CH:37]=[CH:36][CH:35]=[C:34]([O:38][CH3:39])[CH:33]=3)[N:27]=2)=[O:25])[CH2:14][CH2:15][C:16]([O:18][C:19]([CH3:22])([CH3:21])[CH3:20])=[O:17])[CH2:8][CH2:7]1)=[O:5])[CH3:2].C(=O)([O-])[O-].[Cs+].[Cs+].[CH2:47]([O:49][C:50](=[O:53])[CH2:51]Br)[CH3:48]>CN(C=O)C.O>[CH2:1]([O:3][C:4]([N:6]1[CH2:11][CH2:10][N:9]([C:12](=[O:40])[C@@H:13]([NH:23][C:24]([C:26]2[CH:30]=[C:29]([O:31][CH2:51][C:50]([O:49][CH2:47][CH3:48])=[O:53])[N:28]([C:32]3[CH:37]=[CH:36][CH:35]=[C:34]([O:38][CH3:39])[CH:33]=3)[N:27]=2)=[O:25])[CH2:14][CH2:15][C:16]([O:18][C:19]([CH3:21])([CH3:22])[CH3:20])=[O:17])[CH2:8][CH2:7]1)=[O:5])[CH3:2] |f:1.2.3|. Yields the product C(C)OC(=O)N1CCN(CC1)C([C@H](CCC(=O)OC(C)(C)C)NC(=O)C1=NN(C(=C1)OCC(=O)OCC)C1=CC(=CC=C1)OC)=O (4-((S)-4-tert-Butoxycarbonyl-2-{[5-ethoxycarbonylmethoxy-1-(3-methoxy-phenyl)-1H-pyrazole-3-carbonyl]-amino}-butyryl)-piperazine-1-carboxylic acid ethyl ester). The solvent is CN(C)C=O (DMF), O (water). Reported procedure: To a solution of 100 mg of 4-((S)-4-tert-Butoxycarbonyl-2-{[5-hydroxy-1-(3-methoxy-phenyl)-1H-pyrazole-3-carbonyl]-amino}-butyryl)-piperazine-1-carboxylic acid ethyl ester in 4 ml of DMF, 116 mg of cesium carbonate and 59 mg of Bromo-acetic acid ethyl ester was added and heated to 100° C. for 3 h. Then, the reaction mixture was diluted with water and filtered through a Chem Elut® cartridge by eluting with ethyl acetate. The solvents were removed under reduced pressure. The crude product was used... The reactants are C(C)OC(=O)N1CCN(CC1)C([C@H](CCC(=O)OC(C)(C)C)NC(=O)C1=NN(C(=C1)O)C1=CC(=CC=C1)OC)=O (4-((S)-4-tert-Butoxycarbonyl-2-{[5-hydroxy-1-(3-methoxy-phenyl)-1H-pyrazole-3-carbonyl]-amino}-butyryl)-piperazine-1-carboxylic acid ethyl ester), C([O-])([O-])=O.[Cs+].[Cs+] (cesium carbonate), C(C)OC(CBr)=O (Bromo-acetic acid ethyl ester). Reaction conditions: temperature 100 celsius. Reactants: CC(=O)Nc1cccc2c1C(=O)C(NC(C)=O)CC2, Cl, [Na+], [Na+], O=C([O-])[O-]. Product: CC(=O)NC1CCc2cccc(N)c2C1=O. As a reaction SMILES: [C:1]([CH3:2])(=[O:3])[NH:4][CH:5]1[C:6](=[O:19])[c:7]2[c:8]([NH:15][C:16](=[O:17])[CH3:18])[cH:9][cH:10][cH:11][c:12]2[CH2:13][CH2:14]1.[ClH:26].[Na+:20].[Na+:21].[O-:22][C:23](=[O:24])[O-:25]>>[C:1]([CH3:2])(=[O:3])[NH:4][CH:5]1[C:6](=[O:19])[c:7]2[c:8]([NH2:15])[cH:9][cH:10][cH:11][c:12]2[CH2:13][CH2:14]1.